Dataset: the Open Reaction Database (ORD), a public repository of structured organic reaction records. Task: describe an organic reaction: reactants, conditions, products, and yield Procedure: A solution of tert-butyl (S)-1-((S)-1-(6-((E)-2-((7-ethoxy-6-fluoroquinolin-2-yl)methylene)hydrazinyl)pyridin-3-yl)-2,2,2-trifluoroethyl)-3-methylpyrrolidin-3-ylcarbamate (6.320 g, 10.70 mmol) and iodobenzene diacetate (3.447 g, 10.70 mmol) in DCM (50 mL) was stirred overnight at ambient temperature. The reaction was concentrated under reduced pressure and the residue subjected to chromatography (10% ethyl acetate/hexanes to 50% ethyl acetate/hexanes over 4 column volumes) to give tert-butyl (S)... Solvent: C(Cl)Cl (DCM). The reactants are C(C)OC1=C(C=C2C=CC(=NC2=C1)\C=N\NC1=CC=C(C=N1)[C@@H](C(F)(F)F)N1C[C@@](CC1)(C)NC(OC(C)(C)C)=O)F (tert-butyl (S)-1-((S)-1-(6-((E)-2-((7-ethoxy-6-fluoroquinolin-2-yl)methylene)hydrazinyl)pyridin-3-yl)-2,2,2-trifluoroethyl)-3-methylpyrrolidin-3-ylcarbamate), C(C)(=O)O.C(C)(=O)O.IC1=CC=CC=C1 (iodobenzene diacetate). Yield: 85.8%. As a reaction SMILES: [CH2:1]([O:3][C:4]1[CH:13]=[C:12]2[C:7]([CH:8]=[CH:9][C:10](/[CH:14]=[N:15]/[NH:16][C:17]3[N:22]=[CH:21][C:20]([C@H:23]([N:28]4[CH2:32][CH2:31][C@@:30]([NH:34][C:35](=[O:41])[O:36][C:37]([CH3:40])([CH3:39])[CH3:38])([CH3:33])[CH2:29]4)[C:24]([F:27])([F:26])[F:25])=[CH:19][CH:18]=3)=[N:11]2)=[CH:6][C:5]=1[F:42])[CH3:2].C(O)(=O)C.C(O)(=O)C.IC1C=CC=CC=1>C(Cl)Cl>[CH2:1]([O:3][C:4]1[CH:13]=[C:12]2[C:7]([CH:8]=[CH:9][C:10]([C:14]3[N:22]4[CH:21]=[C:20]([C@H:23]([N:28]5[CH2:32][CH2:31][C@@:30]([NH:34][C:35](=[O:41])[O:36][C:37]([CH3:40])([CH3:39])[CH3:38])([CH3:33])[CH2:29]5)[C:24]([F:27])([F:25])[F:26])[CH:19]=[CH:18][C:17]4=[N:16][N:15]=3)=[N:11]2)=[CH:6][C:5]=1[F:42])[CH3:2] |f:1.2.3|. Product: C(C)OC1=C(C=C2C=CC(=NC2=C1)C1=NN=C2N1C=C(C=C2)[C@@H](C(F)(F)F)N2C[C@@](CC2)(C)NC(OC(C)(C)C)=O)F (tert-butyl (S)-1-((S)-1-(3-(7-ethoxy-6-fluoro quinolin-2-yl)-[1,2,4]triazolo[4,3-a]pyridin-6-yl)-2,2,2-trifluoroethyl)-3-methylpyrrolidin-3-ylcarbamate). Starting materials: ClC1=NN(C=C1N(C(CCC1C(NCC1)=O)=O)CC)C=1C=NC=CC1 (N-(3-Chloro-1-(pyridin-3-yl)-1H-pyrazol-4-yl)-N-ethyl-3-(2-oxopyrrolidin-3-yl)propanamide), [H-].[Na+] (sodium hydride), FC(S(=O)(=O)OCC(F)(F)F)(F)F (2,2,2-Trifluoroethyl trifluoromethanesulfonate). Solvent: C1CCOC1 (THF). Reaction conditions: temperature 0 celsius. Product: ClC1=NN(C=C1N(C(CCC1C(N(CC1)CC(F)(F)F)=O)=O)CC)C=1C=NC=CC1 (N-[3-chloro-1-(3-pyridyl)pyrazol-4-yl]-N-ethyl-3-[2-oxo-1-(2,2,2-trifluoroethyl)pyrrolidin-3-yl]propanamide). Isolated yield 24.8%. As a reaction SMILES: [Cl:1][C:2]1[C:6]([N:7]([CH2:18][CH3:19])[C:8](=[O:17])[CH2:9][CH2:10][CH:11]2[CH2:15][CH2:14][NH:13][C:12]2=[O:16])=[CH:5][N:4]([C:20]2[CH:21]=[N:22][CH:23]=[CH:24][CH:25]=2)[N:3]=1.[H-].[Na+].FC(F)(F)S(O[CH2:34][C:35]([F:38])([F:37])[F:36])(=O)=O>C1COCC1>[Cl:1][C:2]1[C:6]([N:7]([CH2:18][CH3:19])[C:8](=[O:17])[CH2:9][CH2:10][CH:11]2[CH2:15][CH2:14][N:13]([CH2:34][C:35]([F:38])([F:37])[F:36])[C:12]2=[O:16])=[CH:5][N:4]([C:20]2[CH:21]=[N:22][CH:23]=[CH:24][CH:25]=2)[N:3]=1 |f:1.2|. Procedure: N-(3-Chloro-1-(pyridin-3-yl)-1H-pyrazol-4-yl)-N-ethyl-3-(2-oxopyrrolidin-3-yl)propanamide (0.037 g, 0.10 mmol) was added to a vial with stir bar, followed sodium hydride (60% in mineral oil, 0.010 g, 0.26 mmol). The vial was placed under N2 and chilled to 0° C. THF (1 mL) was then added and the reaction was allowed to stir for 30 minutes 2,2,2-Trifluoroethyl trifluoromethanesulfonate (0.037 mL, 0.26 mmol) was added neat, dropwise. The reaction stirred overnight. The reaction was adsorbed onto CE... RXN SMILES: [OH:1][CH2:2][CH:3]1[O:8][CH2:7][CH2:6][N:5](C(OC(C)(C)C)=O)[CH2:4]1.[C:16]([C:20](O)=[O:21])([F:19])([F:18])[F:17]>C(Cl)Cl>[F:17][C:16]([F:19])([F:18])[C:20]([O:1][CH2:2][CH:3]1[O:8][CH2:7][CH2:6][NH:5][CH2:4]1)=[O:21]. Yields the product FC(C(=O)OCC1CNCCO1)(F)F (Morpholin-2-ylmethyl trifluoroacetate). Reported procedure: Tert-Butyl 2-(hydroxymethyl)-4-morpholinecarboxylate (5.13 g, 23.61 mmol) was treated with CF3CO2H (20 mL) in CH2Cl2 (50 mL) at room temperature for 3 h. The volatiles were removed in vacuo to give the subtitled compound (7.6 g). Reactants: OCC1CN(CCO1)C(=O)OC(C)(C)C (Tert-Butyl 2-(hydroxymethyl)-4-morpholinecarboxylate), C(F)(F)(F)C(=O)O (CF3CO2H). Run in C(Cl)Cl (CH2Cl2). Starting materials: CCOC(=O)CNC(=O)CC1(CCN2CCC(N(C(=O)c3ccco3)c3ccc(C)cn3)CC2)CCCCC1, CC(=O)O, CO, [Na+], [OH-]. Yields the product Cc1ccc(N(C(=O)c2ccco2)C2CCN(CCC3(CC(=O)NCC(=O)O)CCCCC3)CC2)nc1. Reaction SMILES: [CH3:1][c:2]1[cH:3][cH:4][c:5]([N:8]([C:9](=[O:10])[c:11]2[o:12][cH:13][cH:14][cH:15]2)[CH:16]2[CH2:17][CH2:18][N:19]([CH2:22][CH2:23][C:24]3([CH2:30][C:31](=[O:32])[NH:33][CH2:34][C:35](=[O:36])[O:37][CH2:38][CH3:39])[CH2:25][CH2:26][CH2:27][CH2:28][CH2:29]3)[CH2:20][CH2:21]2)[n:6][cH:7]1.[CH3:42][C:43](=[O:44])[OH:45].[CH3:46][OH:47].[Na+:41].[OH-:40]>>[CH3:1][c:2]1[cH:3][cH:4][c:5]([N:8]([C:9](=[O:10])[c:11]2[o:12][cH:13][cH:14][cH:15]2)[CH:16]2[CH2:17][CH2:18][N:19]([CH2:22][CH2:23][C:24]3([CH2:30][C:31](=[O:32])[NH:33][CH2:34][C:35](=[O:36])[OH:37])[CH2:25][CH2:26][CH2:27][CH2:28][CH2:29]3)[CH2:20][CH2:21]2)[n:6][cH:7]1.